This data is from the Open Reaction Database (ORD), a public repository of structured organic reaction records. The task is: describe an organic reaction: reactants, conditions, products, and yield The reactants are C[O-], COC(=O)C(CCC(C)C)N(C)S(N)(=O)=O, CO, [Na+]. The product is CC(C)CCC1C(=O)NS(=O)(=O)N1C. RXN SMILES: [CH3:17][O-:18].[CH3:1][O:2][C:3]([CH:4]([N:5]([CH3:6])[S:7](=[O:8])(=[O:9])[NH2:10])[CH2:11][CH2:12][CH:13]([CH3:14])[CH3:15])=[O:16].[CH3:20][OH:21].[Na+:19]>>[O:2]=[C:3]1[CH:4]([CH2:11][CH2:12][CH:13]([CH3:14])[CH3:15])[N:5]([CH3:6])[S:7](=[O:8])(=[O:9])[NH:10]1. Starting materials: CC(C)(C)OC(=O)N1CCC(=O)CC1, CN(Cc1ccccc1)S(=O)(=O)c1ccc(N)cc1. The product is CN(Cc1ccccc1)S(=O)(=O)c1ccc(NC2CCN(C(=O)OC(C)(C)C)CC2)cc1. As a reaction SMILES: [C:20](=[O:21])([O:22][C:23]([CH3:24])([CH3:25])[CH3:26])[N:27]1[CH2:28][CH2:29][C:30](=[O:33])[CH2:31][CH2:32]1.[NH2:1][c:2]1[cH:3][cH:4][c:5]([S:8](=[O:9])(=[O:10])[N:11]([CH3:12])[CH2:13][c:14]2[cH:15][cH:16][cH:17][cH:18][cH:19]2)[cH:6][cH:7]1>>[NH:1]([c:2]1[cH:3][cH:4][c:5]([S:8](=[O:9])(=[O:10])[N:11]([CH3:12])[CH2:13][c:14]2[cH:15][cH:16][cH:17][cH:18][cH:19]2)[cH:6][cH:7]1)[CH:30]1[CH2:29][CH2:28][N:27]([C:20](=[O:21])[O:22][C:23]([CH3:24])([CH3:25])[CH3:26])[CH2:32][CH2:31]1. Starting materials: ClC1=NC(=C2N=C(N(C2=N1)C)CCN1C2COCC1CC2)N2CCOCC2 (2-chloro-9-methyl-6-morpholin-4-yl-8-[2-(3-oxa-8-aza-bicyclo[3.2.1]oct-8-yl)ethyl]-9H-purine), C(C)C=1NC2=C(N1)C=CC=C2 (2-ethylbenzimidazole), CC(C)C1=CC(=C(C(=C1)C(C)C)C2=C(C=CC=C2)P(C3CCCCC3)C4CCCCC4)C(C)C (Xphos), C(=O)([O-])[O-].[Cs+].[Cs+] (Cs2CO3). Reagents/catalysts: C=1C=CC(=CC1)/C=C/C(=O)/C=C/C2=CC=CC=C2.C=1C=CC(=CC1)/C=C/C(=O)/C=C/C2=CC=CC=C2.C=1C=CC(=CC1)/C=C/C(=O)/C=C/C2=CC=CC=C2.[Pd].[Pd] (Pd2(dba)3). The solvent is O1CCOCC1 (dioxane). Run at temperature 120 celsius. Yields the product C(C)C1=NC2=C(N1C1=NC(=C3N=C(N(C3=N1)C)CCN1C3COCC1CC3)N3CCOCC3)C=CC=C2 (8-(2-(2-(2-ethyl-1H-benzo[d]imidazol-1-yl)-9-methyl-6-morpholino-9H-purin-8-yl)ethyl)-3-oxa-8-azabicyclo[3.2.1]octane). Yield: 52.4%. RXN SMILES: Cl[C:2]1[N:10]=[C:9]2[C:5]([N:6]=[C:7]([CH2:12][CH2:13][N:14]3[CH:19]4[CH2:20][CH2:21][CH:15]3[CH2:16][O:17][CH2:18]4)[N:8]2[CH3:11])=[C:4]([N:22]2[CH2:27][CH2:26][O:25][CH2:24][CH2:23]2)[N:3]=1.[CH2:28]([C:30]1[NH:31][C:32]2[CH:38]=[CH:37][CH:36]=[CH:35][C:33]=2[N:34]=1)[CH3:29].CC(C1C=C(C(C)C)C(C2C=CC=CC=2P(C2CCCCC2)C2CCCCC2)=C(C(C)C)C=1)C.C([O-])([O-])=O.[Cs+].[Cs+]>O1CCOCC1.C1C=CC(/C=C/C(/C=C/C2C=CC=CC=2)=O)=CC=1.C1C=CC(/C=C/C(/C=C/C2C=CC=CC=2)=O)=CC=1.C1C=CC(/C=C/C(/C=C/C2C=CC=CC=2)=O)=CC=1.[Pd].[Pd]>[CH2:28]([C:30]1[N:31]([C:2]2[N:10]=[C:9]3[C:5]([N:6]=[C:7]([CH2:12][CH2:13][N:14]4[CH:19]5[CH2:20][CH2:21][CH:15]4[CH2:16][O:17][CH2:18]5)[N:8]3[CH3:11])=[C:4]([N:22]3[CH2:23][CH2:24][O:25][CH2:26][CH2:27]3)[N:3]=2)[C:32]2[CH:38]=[CH:37][CH:36]=[CH:35][C:33]=2[N:34]=1)[CH3:29] |f:3.4.5,7.8.9.10.11|. Procedure: A mixture of 2-chloro-9-methyl-6-morpholin-4-yl-8-[2-(3-oxa-8-aza-bicyclo[3.2.1]oct-8-yl)ethyl]-9H-purine (75 mg, 0.19 mmol), 2-ethylbenzimidazole (31 mg, 0.21 mmol), Pd2(dba)3 (4.4 mg, 2.5 mol %), Xphos (9.1 mg, 10 mol %) and Cs2CO3 (93 mg, 0.29 mmol) in dioxane (2.0 mL) was purged with argon gas then heated at 120° C., for 18 h, in a sealed tube. The reaction mixture was loaded onto an Isolute® SCX-2 cartridge, washed with MeOH then the desired product eluted with 2 M NH3/MeOH in DCM. The resu... The reactants are CC1=C(C=NC=C1)C=1C(NC(N(C1)CCC=O)=O)=O (3-[5-(4-Methyl-pyridin-3-yl)-2,4-dioxo-3,4-dihydro-2H-pyrimidin-1-yl]-propionaldehyde), FC(C1=CC=C(C=C1)[C@]12CNC[C@@H]2C1)(F)F ((1S,5R)-1-(4-trifluoromethyl-phenyl)-3-aza-bicyclo[3.1.0]hexane), ClC(C)Cl (dichloroethane), [BH-](OC(=O)C)(OC(=O)C)OC(=O)C.[Na+] (NaBH(AcO)3), [OH-].[Na+] (NaOH). Run in CC(=O)O (AcOH). Conditions: temperature 0 celsius, time 30 minute. Product: free base, Cl.Cl.CC1=C(C=NC=C1)C=1C(NC(N(C1)CCCN1C[C@]2(C[C@H]2C1)C1=CC=C(C=C1)C(F)(F)F)=O)=O (5-(4-methyl-3-pyridinyl)-1-(3-{(1S,5R)-1-[4-(trifluoromethyl)phenyl]-3-azabicyclo[3.1.0]hex-3-yl}propyl)-2,4(1H,3H)-pyrimidinedione dihydrochloride). Isolated yield 27.0%. As a reaction SMILES: [CH3:1][C:2]1[CH:7]=[CH:6][N:5]=[CH:4][C:3]=1[C:8]1[C:9](=[O:19])[NH:10][C:11](=[O:18])[N:12]([CH2:14][CH2:15][CH:16]=O)[CH:13]=1.[F:20][C:21]([F:35])([F:34])[C:22]1[CH:27]=[CH:26][C:25]([C@:28]23[CH2:33][C@H:32]2[CH2:31][NH:30][CH2:29]3)=[CH:24][CH:23]=1.[BH-](OC(C)=O)(OC(C)=O)OC(C)=O.[Na+].[OH-].[Na+].[Cl:52]C(Cl)C>CC(O)=O>[ClH:52].[ClH:52].[CH3:1][C:2]1[CH:7]=[CH:6][N:5]=[CH:4][C:3]=1[C:8]1[C:9](=[O:19])[NH:10][C:11](=[O:18])[N:12]([CH2:14][CH2:15][CH2:16][N:30]2[CH2:31][C@H:32]3[C@:28]([C:25]4[CH:24]=[CH:23][C:22]([C:21]([F:20])([F:35])[F:34])=[CH:27][CH:26]=4)([CH2:33]3)[CH2:29]2)[CH:13]=1 |f:2.3,4.5,8.9.10|. Reported procedure: A solution of 3-[5-(4-Methyl-pyridin-3-yl)-2,4-dioxo-3,4-dihydro-2H-pyrimidin-1-yl]-propionaldehyde (Prep113, 84 mg, 0.32 mmol), (1S,5R)-1-(4-trifluoromethyl-phenyl)-3-aza-bicyclo[3.1.0]hexane (Prep4, 74 mg, 0.32 mmol), and AcOH (23 μl) in dichloroethane (4 ml) was cooled to 0° C. NaBH(AcO)3 (72 mg, 0.34 mmol) was added portionwise. The mixture was stirred at 0° C. for 2 hours and at room temperature for 30 minutes and then basified with 1N NaOH. The product was extracted with DCM, the organic p... Reactants: [N+](=O)([O-])C1=CC=C(C=C1)N1CC(CC1)NC(OC(C)(C)C)=O (tert-Butyl [1-(4-Nitrophenyl)pyrrolidin-3-yl]carbamate), crude product, [OH-].[Na+] (sodium hydroxide), P(=O)([O-])([O-])[O-].[Na+].[Na+].[Na+] (trisodium phosphate), ClCCCC(=O)Cl (4-chlorobutyryl chloride), [OH-].[Na+] (sodium hydroxide). Run in C(C)#N (acetonitrile), O (water). Reaction conditions: time 2 hour. The product is NC1=CC=C(C=C1)N1C[C@@H](CC1)N1C(CCC1)=O ((R)-1′-(4-Aminophenyl)-[1,3′]bipyrrolidinyl-2-one). Reaction SMILES: [N+:1]([C:4]1[CH:9]=[CH:8][C:7]([N:10]2[CH2:14][CH2:13][CH:12]([NH:15][C:16](=[O:22])OC(C)(C)C)[CH2:11]2)=[CH:6][CH:5]=1)([O-])=O.P([O-])([O-])([O-])=O.[Na+].[Na+].[Na+].Cl[CH2:32][CH2:33][CH2:34]C(Cl)=O.[OH-].[Na+]>C(#N)C.O>[NH2:1][C:4]1[CH:5]=[CH:6][C:7]([N:10]2[CH2:14][CH2:13][C@@H:12]([N:15]3[CH2:34][CH2:33][CH2:32][C:16]3=[O:22])[CH2:11]2)=[CH:8][CH:9]=1 |f:1.2.3.4,6.7|. Reported procedure: tert-Butyl [1-(4-Nitrophenyl)pyrrolidin-3-yl]carbamate was treated by method G. The crude product (1.4 g) was dissolved in acetonitrile (20 ml) and mixed with trisodium phosphate (0.67 g) and 4-chlorobutyryl chloride (1.1 g). After 2 hours, sodium hydroxide (0.6 g) in water (10 ml) was added and the mixture was vigorously stirred. After 12 hours, the same amount of sodium hydroxide solution was again added, and the mixture was stirred for a further 24 hours. The concentrated reaction solution wa...